Dataset: the Open Reaction Database (ORD), a public repository of structured organic reaction records. Task: describe an organic reaction: reactants, conditions, products, and yield Reactants: CC(C)(C)N(C(=O)[O-])c1ccc(C(F)F)nc1, ClCCl, O=C(O)C(F)(F)F. Reaction SMILES: [C:1]([N:5]([C:2](=[O:3])[O-:4])[c:9]1[cH:10][n:11][c:12]([CH:15]([F:16])[F:17])[cH:13][cH:14]1)([CH3:6])([CH3:7])[CH3:8].[Cl:18][CH2:19][Cl:20].[OH:21][C:22]([C:23]([F:24])([F:25])[F:26])=[O:27]>>[NH2:5][c:9]1[cH:10][n:11][c:12]([CH:15]([F:16])[F:17])[cH:13][cH:14]1. Yields the product Nc1ccc(C(F)F)nc1. Procedure: To a solution of ammonium nitrate (45.5 grams) in 1.0 liter of analytical grade methanol was added potassium dinitramide stabilizer (4.5 grams) so as to form a potassium dinitramide-ammonium nitrate-methanol mixture. This suspension was heated to a temperature of about 60° C. to facilitate the complete dissolution of the stabilizer. The resultant clear solution was then evaporated, in vacuo, resulting in a white crystalline mass. The sample, thus prepared, was then dried to a constant weight in ... As a reaction SMILES: [N+:1]([O-:4])([O-:3])=[O:2].[NH4+:5].[NH2:6][N+:7]([O-:9])=[O:8].[NH2:10][N+:11]([O-:13])=[O:12].[K:14].[CH3:15][OH:16]>>[NH2:6][N+:7]([O-:9])=[O:8].[NH2:10][N+:11]([O-:13])=[O:12].[K:14].[N+:1]([O-:4])([O-:3])=[O:2].[NH4+:5].[CH3:15][OH:16] |f:0.1,2.3.4,6.7.8.9.10.11,^1:13,24|. Product: N[N+](=O)[O-].N[N+](=O)[O-].[K].[N+](=O)([O-])[O-].[NH4+].CO (potassium dinitramide ammonium nitrate methanol). Reactants: [N+](=O)([O-])[O-].[NH4+] (ammonium nitrate), N[N+](=O)[O-].N[N+](=O)[O-].[K] (potassium dinitramide), CO (methanol). Starting materials: CON=C1COC=2N=NC=CC21 (furo[2,3-c]pyridazin-5(6H)-one O-methyl oxime), CC1=C2C(=NC=C1)OCC2=O (4-methylfuro[2,3-b]pyridin-3(2H)-one). Yields the product CON=C1COC2=NC=CC(=C21)C (4-methylfuro[2,3-b]pyridin-3(2H)-one O-methyl oxime). As a reaction SMILES: [CH3:1][O:2][N:3]=C1C2C=CN=NC=2OC1.[CH3:13][C:14]1[CH:19]=[CH:18][N:17]=[C:16]2[O:20][CH2:21][C:22](=O)[C:15]=12>>[CH3:1][O:2][N:3]=[C:22]1[C:15]2[C:16](=[N:17][CH:18]=[CH:19][C:14]=2[CH3:13])[O:20][CH2:21]1. Procedure details: This compound was prepared using a method analogous to that of furo[2,3-c]pyridazin-5(6H)-one O-methyl oxime (A.2.3.3), 4-methylfuro[2,3-b]pyridin-3(2H)-one replacing furo[2,3-c]pyridazin-5(6H)-one;